Dataset: the Open Reaction Database (ORD), a public repository of structured organic reaction records. Task: describe an organic reaction: reactants, conditions, products, and yield Reactants: NC1=CC=C(C=C1)CC(=O)O (4-aminophenylacetic acid), N(=O)C1=CC=CC=C1 (nitrosobenzene). Run in C(C)(=O)O (acetic acid). Reaction conditions: time 18 hour. Yields the product C1(=CC=CC=C1)N=NC1=CC=C(C=C1)CC(=O)O (2-[4(phenylazo)phenyl]-ethanoic acid). Yield: 44.9%. As a reaction SMILES: [NH2:1][C:2]1[CH:7]=[CH:6][C:5]([CH2:8][C:9]([OH:11])=[O:10])=[CH:4][CH:3]=1.[N:12]([C:14]1[CH:19]=[CH:18][CH:17]=[CH:16][CH:15]=1)=O>C(O)(=O)C>[C:14]1([N:12]=[N:1][C:2]2[CH:3]=[CH:4][C:5]([CH2:8][C:9]([OH:11])=[O:10])=[CH:6][CH:7]=2)[CH:19]=[CH:18][CH:17]=[CH:16][CH:15]=1. Reported procedure: 10.13 g (0.067 mol) of 4-aminophenylacetic acid Merck, pro analysis) was placed in a 250 mL one-necked round flask with a magnetic stirring bar and 100 mL of glacial acetic acid was added; during 15 minutes a light yellow suspension was formed. 7.22 g (0.067 mol) of nitrosobenzene (Fluka, purum) was added rapidly resulting in a green suspension. Stirring at room temperature was continued for 18 h. The resulting metallic shining needles in a brown solution was vacuum filtered and washed once with... Reactants: FC=1C(=CC2=C(NC=3SC(=CC3C(=N2)N2C[C@@H](NCC2)CCOC)C)C1)F ((S)-6,7-difluoro-10-[3-(2-methoxy-ethyl)-piperazin-1-yl]-2-methyl-4H-3-thia-4,9-diaza-benzo[f]azulene), Cl (hydrogen chloride). The solvent is C(C)(=O)OCC (ethyl acetate), C(C)O (ethanol). Yields the product Cl.Cl.FC=1C(=CC2=C(NC=3SC(=CC3C(=N2)N2C[C@@H](NCC2)CCOC)C)C1)F ((S)-6,7-Difluoro-10-[3-(2-methoxy-ethyl)-piperazin-1-yl]-2-methyl-4H-3-thia-4,9-diaza-benzo[f]azulene dihydrochloride). Yield: 99.0%. Reaction SMILES: [F:1][C:2]1[C:3]([F:27])=[CH:4][C:5]2[N:14]=[C:13]([N:15]3[CH2:20][CH2:19][NH:18][C@@H:17]([CH2:21][CH2:22][O:23][CH3:24])[CH2:16]3)[C:12]3[CH:11]=[C:10]([CH3:25])[S:9][C:8]=3[NH:7][C:6]=2[CH:26]=1.[ClH:28]>C(OCC)(=O)C.C(O)C>[ClH:28].[ClH:28].[F:1][C:2]1[C:3]([F:27])=[CH:4][C:5]2[N:14]=[C:13]([N:15]3[CH2:20][CH2:19][NH:18][C@@H:17]([CH2:21][CH2:22][O:23][CH3:24])[CH2:16]3)[C:12]3[CH:11]=[C:10]([CH3:25])[S:9][C:8]=3[NH:7][C:6]=2[CH:26]=1 |f:4.5.6|. Reported procedure: Dissolve (S)-6,7-difluoro-10-[3-(2-methoxy-ethyl)-piperazin-1-yl]-2-methyl-4H-3-thia-4,9-diaza-benzo[f]azulene (730 mg, 1.86 mmol) in ethyl acetate. Add 2.5 equivalents of hydrogen chloride in ethanol. After 3 hours filter the precipitate, wash with ethyl acetate and dry under vacuum to give the title compound (856 mg, 99%): Mass Spectrum (ESMS) 393 (M+1); 391 (M−1), mp 198-202° C. (dec). Starting materials: resultant mixture, C([O-])([O-])=O.[K+].[K+] (potassium carbonate), SC=1C=C(C(=O)O)C=CC1 (3-mercaptobenzoic acid), [N+](=O)([O-])C1=CC=C(C=C1)F (4-nitrofluorobenzene), C([O-])(O)=O.[Na+] (sodium bicarbonate). The solvent is CC(=O)C (acetone). The product is [N+](=O)([O-])C1=CC=C(C=C1)SC=1C=C(C(=O)O)C=CC1 (3-[(4-Nitrophenyl)thio]Benzoic Acid). Reaction SMILES: C(=O)([O-])[O-].[K+].[K+].[SH:7][C:8]1[CH:9]=[C:10]([CH:14]=[CH:15][CH:16]=1)[C:11]([OH:13])=[O:12].[N+:17]([C:20]1[CH:25]=[CH:24][C:23](F)=[CH:22][CH:21]=1)([O-:19])=[O:18].C(=O)(O)[O-].[Na+]>CC(C)=O>[N+:17]([C:20]1[CH:25]=[CH:24][C:23]([S:7][C:8]2[CH:9]=[C:10]([CH:14]=[CH:15][CH:16]=2)[C:11]([OH:13])=[O:12])=[CH:22][CH:21]=1)([O-:19])=[O:18] |f:0.1.2,5.6|. Reported procedure: A suspension of potassium carbonate (18 g) in acetone (140 mL) at ambient temperature was treated with 3-mercaptobenzoic acid (10 g, 64.4 mmol, 1 eq) followed by 4-nitrofluorobenzene (18 g, 127.7 mmol, 2 eq). The resultant mixture was stirred for 18 h and then poured onto saturated sodium bicarbonate and washed with ethyl acetate. The basic aqueous layer was acidified with SN HCl and extracted into ethyl acetate (3×100 mL). The combined organics were dried with anhydrous sodium sulphate and conc... Reactants: BrC1=CC(=C(C=C1OCC=1C=NC=C(C1)SC)N=CN(C)C)C#N (N′-(4-bromo-2-cyano-5-{[5-(methylsulphanyl)-pyridin-3-yl]methoxy}phenyl)-N,N-dimethylformimidamide), C(C)(C)N (isopropylamine), ClCCl.CO (dichloro-methane methanol), →. Run in CO (methanol). The product is BrC=1C=C2C(=NC=NC2=CC1OCC=1C=NC=C(C1)SC)NC(C)C (6-Bromo-N-isopropyl-7-{[5-(methylsulphanyl)pyridin-3-yl]methoxy}quinazolin-4-amine). The yield is 77.0%. RXN SMILES: [Br:1][C:2]1[C:7]([O:8][CH2:9][C:10]2[CH:11]=[N:12][CH:13]=[C:14]([S:16][CH3:17])[CH:15]=2)=[CH:6][C:5]([N:18]=[CH:19][N:20](C)C)=[C:4]([C:23]#[N:24])[CH:3]=1.[CH:25](N)([CH3:27])[CH3:26].ClCCl.CO>CO>[Br:1][C:2]1[CH:3]=[C:4]2[C:5](=[CH:6][C:7]=1[O:8][CH2:9][C:10]1[CH:11]=[N:12][CH:13]=[C:14]([S:16][CH3:17])[CH:15]=1)[N:18]=[CH:19][N:20]=[C:23]2[NH:24][CH:25]([CH3:27])[CH3:26] |f:2.3|. Procedure: According to GWP 5, the reaction of N′-(4-bromo-2-cyano-5-{[5-(methylsulphanyl)-pyridin-3-yl]methoxy}phenyl)-N,N-dimethylformimidamide (540 mg, 1.33 mmol) with isopropylamine (0.14 mL, 1.6 mmol) and chromatography (silica gel, dichloro-methane/methanol: 0→30% methanol) gives the desired product in 77% yield (430 mg)